From a dataset of the Open Reaction Database (ORD), a public repository of structured organic reaction records. describe an organic reaction: reactants, conditions, products, and yield Starting materials: C(CCCCC)C1C(=CNC2=CC=C(C=C12)CO)C#N (4-hexyl-6-hydroxymethyl-1,4-dihydro-quinoline-3-carbonitrile). Reagents/catalysts: [O-2].[O-2].[Mn+4] (manganese dioxide). The product is C(=O)C=1C=C2C(=C(C=NC2=CC1)C#N)CCCCCC (6-formyl-4-hexyl-quinoline-3-carbonitrile). As a reaction SMILES: [CH2:1]([CH:7]1[C:16]2[C:11](=[CH:12][CH:13]=[C:14]([CH2:17][OH:18])[CH:15]=2)[NH:10][CH:9]=[C:8]1[C:19]#[N:20])[CH2:2][CH2:3][CH2:4][CH2:5][CH3:6]>[O-2].[O-2].[Mn+4]>[CH:17]([C:14]1[CH:15]=[C:16]2[C:11](=[CH:12][CH:13]=1)[N:10]=[CH:9][C:8]([C:19]#[N:20])=[C:7]2[CH2:1][CH2:2][CH2:3][CH2:4][CH2:5][CH3:6])=[O:18] |f:1.2.3|. Procedure: Similar procedure as described in example 46f was used, starting from 4-hexyl-6-hydroxymethyl-1,4-dihydro-quinoline-3-carbonitrile (example 52b) and manganese dioxide to give 6-formyl-4-hexyl-quinoline-3-carbonitrile as a white solid. LC-MS m/e 267 (MH+). The reactants are C1(=CC=C(C=C1)S(=O)(=O)O)C (p-toluenesulfonic acid), CC=1NC(=C(C(C1C(=O)OC)C1=CC(=CC=C1)[N+](=O)[O-])C(=O)OC\C=C\C1=CC=C(C=C1)OC1OCCCC1)C (methyl 3-(4-tetrahydropyranyloxy-phenyl)2(E)-propenyl 1,4-dihydro-2,6-dimethyl-4-(3-nitrophenyl)pyridine-3,5-dicarboxylate), C(O)([O-])=O.[Na+] (sodium hydrogen carbonate). Solvent: CO (methanol), CO (methanol). Run at time 4 hour. The product is CC=1NC(=C(C(C1C(=O)OC)C1=CC(=CC=C1)[N+](=O)[O-])C(=O)OC\C=C\C1=CC=C(C=C1)O)C (methyl 3-(4-hydroxyphenyl)-2(E)-propenyl 1,4-dihydro-2,6-dimethyl-4-(3-nitrophenyl)pyridine-3,5-dicarboxylate). As a reaction SMILES: [CH3:1][C:2]1[NH:3][C:4]([CH3:40])=[C:5]([C:21]([O:23][CH2:24]/[CH:25]=[CH:26]/[C:27]2[CH:32]=[CH:31][C:30]([O:33]C3CCCCO3)=[CH:29][CH:28]=2)=[O:22])[CH:6]([C:12]2[CH:17]=[CH:16][CH:15]=[C:14]([N+:18]([O-:20])=[O:19])[CH:13]=2)[C:7]=1[C:8]([O:10][CH3:11])=[O:9].C1(C)C=CC(S(O)(=O)=O)=CC=1.C(=O)([O-])O.[Na+]>CO>[CH3:1][C:2]1[NH:3][C:4]([CH3:40])=[C:5]([C:21]([O:23][CH2:24]/[CH:25]=[CH:26]/[C:27]2[CH:28]=[CH:29][C:30]([OH:33])=[CH:31][CH:32]=2)=[O:22])[CH:6]([C:12]2[CH:17]=[CH:16][CH:15]=[C:14]([N+:18]([O-:20])=[O:19])[CH:13]=2)[C:7]=1[C:8]([O:10][CH3:11])=[O:9] |f:2.3|. Procedure details: 3.4 Grams of methyl 3-(4-tetrahydropyranyloxy-phenyl)2(E)-propenyl 1,4-dihydro-2,6-dimethyl-4-(3-nitrophenyl)pyridine-3,5-dicarboxylate was dissolved in 50 ml of methanol, then 0.2 g of p-toluenesulfonic acid was added to the solution and the whole mixture was stirred at a room temperature for 4 hours. The reaction mixture was neutralized by adding sodium hydrogen carbonate, and methanol was removed by evaporation. The residue thus obtained was purified by means of a silica gel column chromatogr... Reactants: BrC1=CC=C(C=C1)F (4-bromofluorobenzene), FC1=C(C=O)C=CC(=C1)F (2,4-difluorobenzaldehyde), FC1=CC=C(C=C1)C(O)C1=CC=C(C=C1)C(F)(F)F ((4-Fluorophenyl) [4-(trifluoromethyl)phenyl]methanol). Yields the product FC1=C(C=CC(=C1)F)C(O)C1=CC=C(C=C1)F ((2,4-Difluorophenyl)(4-fluorophenyl)methanol). RXN SMILES: Br[C:2]1[CH:7]=[CH:6][C:5]([F:8])=[CH:4][CH:3]=1.[F:9][C:10]1[CH:17]=[C:16]([F:18])[CH:15]=[CH:14][C:11]=1[CH:12]=[O:13].FC1C=CC(C(C2C=CC(C(F)(F)F)=CC=2)O)=CC=1>>[F:9][C:10]1[CH:17]=[C:16]([F:18])[CH:15]=[CH:14][C:11]=1[CH:12]([C:2]1[CH:7]=[CH:6][C:5]([F:8])=[CH:4][CH:3]=1)[OH:13]. Procedure: The title compound was prepared starting from 1.00 g (5.71 mmol) of 4-bromofluorobenzene and 0.97 g (6.86 mmol) of 2,4-difluorobenzaldehyde in analogy to the synthesis of the compound from Example 80A. 0.53 g (38% of theory) of the title compound was obtained. Starting materials: C(C)C=1O[C@H]([C@@H](N1)COC)C1=CC=CC=C1 ((4S,5S)-2-ethyl-4-methoxymethyl-5-phenyl-2-oxazoline), C1CCOC1 (THF), C(C)C=1O[C@H]([C@@H](N1)COC)C1=CC=CC=C1 ((4S,5S)-2-ethyl-4-methoxymethyl-5-phenyl-2-oxazoline), C1CCOC1 (THF), C1CCOC1 (THF), C[Li] (methyllithium), 3L, [Cl-].[Na+] (sodium chloride), C(C)(C)[N-]C(C)C.[Li+] (lithium diisopropylamide), C(C)(C)NC(C)C (diisopropylamine), [Br-] (bromide), C1CCOC1 (THF). Product: CC1(CC=C(C=C1)CC(C)C)C=1OC(C(N1)COC)C1=CC=CC=C1 (2-(1-methyl-4-isobutylphenyl)-4-methoxymethyl-5-phenyl-2-oxazoline). The yield is 90.0%. Reaction SMILES: [CH2:1]([C:3]1[O:4][C@@H:5]([C:11]2[CH:16]=[CH:15][CH:14]=[CH:13][CH:12]=2)[C@H:6]([CH2:8][O:9][CH3:10])[N:7]=1)[CH3:2].C([N-][CH:21]([CH3:23])[CH3:22])(C)C.[Li+].[CH:25](NC(C)C)(C)[CH3:26].C[Li].[Br-].[Cl-].[Na+].[CH2:37]1[CH2:41]O[CH2:39][CH2:38]1>>[CH3:2][C:1]1([C:3]2[O:4][CH:5]([C:11]3[CH:16]=[CH:15][CH:14]=[CH:13][CH:12]=3)[CH:6]([CH2:8][O:9][CH3:10])[N:7]=2)[CH:26]=[CH:25][C:37]([CH2:41][CH:21]([CH3:22])[CH3:23])=[CH:38][CH2:39]1 |f:1.2,6.7|. Reported procedure: A solution of the compound II (155 g, 0.71 mol) in THF (1.6 L) under nitrogen is cooled to -75° C. in a dry-ice-acetone bath. A solution of 0.8 mol of lithium diisopropylamide, derived from 98 ml of diisopropylamine and 300 ml of 2,3M butylithium (methyllithium) in 750 ml of dry THF is prepared, and added under continuous stirring in the presence of 4.0 Å molecular sieves to the solution of II in dry THF. Stirring is continued for half an hour at -75° C. and 4isobutylphenyliode (bromide) of the ...